From a dataset of the Open Reaction Database (ORD), a public repository of structured organic reaction records. describe an organic reaction: reactants, conditions, products, and yield Starting materials: O=C1NC2=CC=C(C=C2C1)C#N (2-Oxo-2,3-dihydro-1H-indole-5-carbonitrile), [H][H] (hydrogen). Reagents/catalysts: O=[Pt]=O (PtO2). Run in CO (methanol). Product: NCC=1C=C2CC(NC2=CC1)=O (5-Aminomethyl-1,3-dihydro-indol-2-one). RXN SMILES: [O:1]=[C:2]1[CH2:10][C:9]2[C:4](=[CH:5][CH:6]=[C:7]([C:11]#[N:12])[CH:8]=2)[NH:3]1.[H][H]>CO.O=[Pt]=O>[NH2:12][CH2:11][C:7]1[CH:8]=[C:9]2[C:4](=[CH:5][CH:6]=1)[NH:3][C:2](=[O:1])[CH2:10]2. Reported procedure: To a solution of 2-Oxo-2,3-dihydro-1H-indole-5-carbonitrile (1.3 g) in methanol (30 ml) was added 10% PtO2 (0.200 g). This was shaken under 44 psi hydrogen over night. The catalyst was removed by filtration, and the mixture was dried over Na2SO4. The solution was concentrated to give a yellow solid, (1.1 g). MW 162; MS (m/e) 162 (M+). Starting materials: NC1=NC=CC2=CC(=CC=C12)CNC([C@H]1N(CCC1)C([C@](CC1CCCCC1)(N)CC(=O)OCCC)=O)=O (N-(1-amino-isoquinolin-6-ylmethyl)-1-(propyloxycarbonylmethyl amino-2(R)-cyclohexylmethyl-acetyl)-prolinamide), [OH-].[Li+] (lithium hydroxide), C(OC)COC (dimethoxyethane). Conditions: time 3 hour. Yields the product NC1=NC=CC2=CC(=CC=C12)CNC([C@H]1N(CCC1)C([C@@H](CC1CCCCC1)NCC(=O)O)=O)=O (N-(1-amino-isoquinolin-6-ylmethyl) 1-(2-hydroxycarbonylmethylamino-2(R)-cyclohexylmethyl-acetyl)-prolinamide). RXN SMILES: [NH2:1][C:2]1[C:11]2[C:6](=[CH:7][C:8]([CH2:12][NH:13][C:14](=[O:38])[C@@H:15]3[CH2:19][CH2:18][CH2:17][N:16]3[C:20](=[O:37])[C@@:21](CC(OCCC)=O)([NH2:29])[CH2:22][CH:23]3[CH2:28][CH2:27][CH2:26][CH2:25][CH2:24]3)=[CH:9][CH:10]=2)[CH:5]=[CH:4][N:3]=1.[OH-:39].[Li+].[CH2:41]([CH2:44][O:45]C)OC>>[NH2:1][C:2]1[C:11]2[C:6](=[CH:7][C:8]([CH2:12][NH:13][C:14](=[O:38])[C@@H:15]3[CH2:19][CH2:18][CH2:17][N:16]3[C:20](=[O:37])[C@H:21]([NH:29][CH2:41][C:44]([OH:45])=[O:39])[CH2:22][CH:23]3[CH2:28][CH2:27][CH2:26][CH2:25][CH2:24]3)=[CH:9][CH:10]=2)[CH:5]=[CH:4][N:3]=1 |f:1.2|. Reported procedure: To a solution of 135 mg of N-(1-amino-isoquinolin-6-ylmethyl)-1-(propyloxycarbonylmethyl amino-2(R)-cyclohexylmethyl-acetyl)-prolinamide in 4.0 mL dimethoxyethane was added 2.0 mL of 2 M aqueous lithium hydroxide solution was added and stirring was continued for 3 h at ambient temperature. The solvent was removed i.vac., methanol was added and the compound was purified by reversed-phase column chromatography as described in example 110c. Yield: 100 mg (81%). MS: 482 The reactants are O.O.[Na+].OC1=CC=C(C=C1)S(=O)(=O)[O-] (4-hydroxybenzenesulfonic acid sodium salt dihydrate), [OH-].[Na+] (sodium hydroxide). Solvent: C1(=CC=CC=C1)C (toluene). The product is [Na+].[Na+].OC1=CC=C(C=C1)S(=O)(=O)[O-].OC1=CC=C(C=C1)S(=O)(=O)[O-] (4-hydroxybenzenesulfonic acid disodium salt). The yield is 126.5%. As a reaction SMILES: O.O.[Na+:3].[OH:4][C:5]1[CH:10]=[CH:9][C:8]([S:11]([O-:14])(=[O:13])=[O:12])=[CH:7][CH:6]=1.[OH-].[Na+]>C1(C)C=CC=CC=1>[Na+:3].[Na+:3].[OH:4][C:5]1[CH:10]=[CH:9][C:8]([S:11]([O-:14])(=[O:12])=[O:13])=[CH:7][CH:6]=1.[OH:4][C:5]1[CH:10]=[CH:9][C:8]([S:11]([O-:14])(=[O:12])=[O:13])=[CH:7][CH:6]=1 |f:0.1.2.3,4.5,7.8.9.10|. Procedure details: A solution of 4-hydroxybenzenesulfonic acid sodium salt dihydrate (20 g, 86 mmol) in 1N aqueous sodium hydroxide (86 mL, 86 mmol) is stirred and heated at 50–60° C. for 1 hour. The solution is concentrated in vacuo at 50° C. to give a solid. The solid is suspended in anhydrous toluene and concentrated in vacuo. This process is repeated twice. The solid is dried at 50° C. at high vacuum for 18 hours to give 21.34 g of 4-hydroxybenzenesulfonic acid disodium salt. The reactants are CSC(C)c1ccc(C(F)(F)F)nc1, CC#N, [O-]Cl, N#CN, [Na+], [Na+], [Na+], O, O=S([O-])S(=O)(=O)[O-]. Yields the product CC(c1ccc(C(F)(F)F)nc1)S(C)=NC#N. As a reaction SMILES: [CH3:1][S:2][CH:3]([CH3:4])[c:5]1[cH:6][n:7][c:8]([C:11]([F:12])([F:13])[F:14])[cH:9][cH:10]1.[CH3:30][C:31]#[N:32].[Cl:18][O-:19].[NH2:15][C:16]#[N:17].[Na+:20].[Na+:28].[Na+:29].[OH2:33].[S:21]([S:22]([O-:23])=[O:24])([O-:25])(=[O:26])=[O:27]>>[CH3:1][S:2]([CH:3]([CH3:4])[c:5]1[cH:6][n:7][c:8]([C:11]([F:12])([F:13])[F:14])[cH:9][cH:10]1)=[N:17][C:16]#[N:15]. Reaction conditions: time 2 hour. Procedure details: N-Methoxy-N-methyl-3-morpholin-4-yl-5-(pentafluorosulfanyl)benzamide (2.38 g) was dissolved in THF (50 ml), methylmagnesium bromide (4.22 ml, 3 M in ether) was added dropwise at 0° C. and then the mixture was stirred at RT for 2 h. Then 1N hydrochloric acid (100 ml) was added, and the mixture was diluted with water and extracted by shaking three times with EA. Thereafter, the combined EA phases were dried over magnesium sulfate, filtered and concentrated. The residue was purified using silica ge... Starting materials: C[Mg]Br (methylmagnesium bromide), CON(C(C1=CC(=CC(=C1)S(F)(F)(F)(F)F)N1CCOCC1)=O)C (N-Methoxy-N-methyl-3-morpholin-4-yl-5-(pentafluorosulfanyl)benzamide), Cl (hydrochloric acid). Yields the product N1(CCOCC1)C=1C=C(C=C(C1)S(F)(F)(F)(F)F)C(C)=O (1-[3-Morpholin-4-yl-5-(pentafluorosulfanyl)phenyl]ethanone). Run in O (water), C1CCOC1 (THF). As a reaction SMILES: CON(C)[C:4](=[O:23])[C:5]1[CH:10]=[C:9]([S:11]([F:16])([F:15])([F:14])([F:13])[F:12])[CH:8]=[C:7]([N:17]2[CH2:22][CH2:21][O:20][CH2:19][CH2:18]2)[CH:6]=1.[CH3:25][Mg]Br.Cl>C1COCC1.O>[N:17]1([C:7]2[CH:6]=[C:5]([C:4](=[O:23])[CH3:25])[CH:10]=[C:9]([S:11]([F:12])([F:16])([F:15])([F:13])[F:14])[CH:8]=2)[CH2:22][CH2:21][O:20][CH2:19][CH2:18]1. The reactants are Brc1cccc(Br)c1, CC1CC(=O)CCO1. The product is CC1CC(O)(c2cccc(Br)c2)CCO1. Reaction SMILES: [Br:1][c:2]1[cH:3][cH:4][cH:5][c:6]([Br:7])[cH:8]1.[CH3:9][CH:10]1[O:11][CH2:12][CH2:13][C:14](=[O:16])[CH2:15]1>>[c:2]1([C:14]2([OH:16])[CH2:13][CH2:12][O:11][CH:10]([CH3:9])[CH2:15]2)[cH:3][cH:4][cH:5][c:6]([Br:7])[cH:8]1. Starting materials: [Al+3], CCCC(NC(=O)CC)c1ccc(Oc2ccccc2)cc1, C1CCOC1, [H-], [H-], [H-], [H-], [Li+]. The product is CCCNC(CCC)c1ccc(Oc2ccccc2)cc1. Reaction SMILES: [Al+3:24].[C:1]([CH2:2][CH3:3])(=[O:4])[NH:5][CH:6]([CH2:7][CH2:8][CH3:9])[c:10]1[cH:11][cH:12][c:13]([O:16][c:17]2[cH:18][cH:19][cH:20][cH:21][cH:22]2)[cH:14][cH:15]1.[CH2:29]1[O:30][CH2:31][CH2:32][CH2:33]1.[H-:23].[H-:26].[H-:27].[H-:28].[Li+:25]>>[CH2:1]([CH2:2][CH3:3])[NH:5][CH:6]([CH2:7][CH2:8][CH3:9])[c:10]1[cH:11][cH:12][c:13]([O:16][c:17]2[cH:18][cH:19][cH:20][cH:21][cH:22]2)[cH:14][cH:15]1.